This data is from the Open Reaction Database (ORD), a public repository of structured organic reaction records. The task is: describe an organic reaction: reactants, conditions, products, and yield Starting materials: P(Cl)(Cl)(Cl)(Cl)Cl (phosphorus pentachloride), P(Cl)(Cl)(Cl)(Cl)Cl (Phosphorus pentachloride), C(C)P(OC(C)C)(=O)COS(=O)(=O)C1=C(C=CC=C1C)Cl (O-isopropyl P-ethyl[[(2-chloro-6-methylphenyl)sulfonyloxy]methyl]phosphinate), C(C)P(OC(C)C)(=O)COS(=O)(=O)C1=C(C=CC=C1C)Cl (O-isopropyl P-ethyl[[(2-chloro-6-methylphenyl)sulfonyloxy]methyl]phosphinate). The solvent is ClCCCl (1,2-dichloroethane). Conditions: time 72 hour. Yields the product C(C)P(=O)(COS(=O)(=O)C1=C(C=CC=C1C)Cl)Cl (P-Ethyl[[(2-chloro-6-methylphenyl)sulfonyloxy]methyl]phosphinoyl chloride). As a reaction SMILES: P(Cl)(Cl)(Cl)(Cl)[Cl:2].[CH2:7]([P:9]([CH2:15][O:16][S:17]([C:20]1[C:25]([CH3:26])=[CH:24][CH:23]=[CH:22][C:21]=1[Cl:27])(=[O:19])=[O:18])(=O)[O:10]C(C)C)[CH3:8]>ClCCCl>[CH2:7]([P:9]([Cl:2])([CH2:15][O:16][S:17]([C:20]1[C:25]([CH3:26])=[CH:24][CH:23]=[CH:22][C:21]=1[Cl:27])(=[O:19])=[O:18])=[O:10])[CH3:8]. Procedure: Phosphorus pentachloride, 8.32 g, was added in approximately three equal portions over 15 minutes to a mixture at 20° C. of 11.4 g of O-isopropyl P-ethyl[[(2-chloro-6-methylphenyl)-sulfonyloxy]methyl]phosphinate (Compound 119) and 30 ml of 1,2-dichloroethane. Each addition of the phosphorus pentachloride caused a mild exotherm, but the reaction temperature did not exceed 32° C. The reaction slowly cooled to room temperature and was allowed to stir for 72 hours. A 3 ml aliquot of the reaction mix... The reactants are O1CCOCC1 (1,4-dioxane), [N+](=O)([O-])C1=CC=C(C=C1)C=1OC2=C(C1)C=C(C=C2)[N+](=O)[O-] (2-(p-nitrophenyl)-5-nitrobenzofurane), 100, Cl (hydrochloric acid). The reagents and catalysts are [Fe] (iron). The solvent is O (water), mixed solvent. Run at temperature 110 celsius. Product: NC1=CC=C(C=C1)C=1OC2=C(C1)C=C(C=C2)N (2-(p-aminophenyl)-5-aminobenzofurane). The yield is 72.5%. Reaction SMILES: [N+:1]([C:4]1[CH:9]=[CH:8][C:7]([C:10]2[O:11][C:12]3[CH:18]=[CH:17][C:16]([N+:19]([O-])=O)=[CH:15][C:13]=3[CH:14]=2)=[CH:6][CH:5]=1)([O-])=O.Cl.O1CCOCC1>[Fe].O>[NH2:1][C:4]1[CH:9]=[CH:8][C:7]([C:10]2[O:11][C:12]3[CH:18]=[CH:17][C:16]([NH2:19])=[CH:15][C:13]=3[CH:14]=2)=[CH:6][CH:5]=1. Procedure details: Then, 12.42 g (1.0 equivalent) of the obtained 2-(p-nitrophenyl)-5-nitrobenzofurane was added to 48.85 g (20.0 equivalents) of a 100 mesh iron powder previously activated by 0.5 ml of concentrated hydrochloric acid in 150 ml of a mixed solvent of 1,4-dioxane and water in proportions of 1:1, and the resulting mixture was refluxed by heating at about 110° C. for 2 hours and heavily stirred. The hot supernatant was filtered with Celite immediately after confirming a completion of the reaction by TL... Reactants: [N+](=O)([O-])C1=CC=C(C=C1)C=1N=CC(NC1)=O (5-(4-Nitrophenyl)-2-(1H)-pyrazinone), [H][H] (hydrogen). Reagents/catalysts: [Pd] (Palladium on Charcoal). Solvent: CN(C=O)C (dimethylformamide). Yields the product NC1=CC=C(C=C1)C=1N=CC(NC1)=O (5-(4-Aminophenyl)-2-(1H)-pyrazinone). Isolated yield 81.2%. RXN SMILES: [N+:1]([C:4]1[CH:9]=[CH:8][C:7]([C:10]2[N:11]=[CH:12][C:13](=[O:16])[NH:14][CH:15]=2)=[CH:6][CH:5]=1)([O-])=O.[H][H]>[Pd].CN(C)C=O>[NH2:1][C:4]1[CH:5]=[CH:6][C:7]([C:10]2[N:11]=[CH:12][C:13](=[O:16])[NH:14][CH:15]=2)=[CH:8][CH:9]=1. Reported procedure: 5-(4-Nitrophenyl)-2-(1H)-pyrazinone (0.1 g) was hydrogenated over 10% Palladium on Charcoal (0.01 g) at atmospheric pressure in 50% aqueous dimethylformamide containing 2N sodium hydroxide (0.46 ml). Once the theoretical quantity of hydrogen uptake had been observed, the reaction mixture was filtered and the filtrate treated with HCl to pH6 and evaporated. Trituration of the residue with water afforded the title compound 0.07 g, m.p. 269°-271.5° C. (with decomposition). The reactants are CCOC(=O)CCCOc1cccc(CCCCCCOc2cc(Br)cc(CO)c2)c1CCC(=O)OCC, CN(C)C=O, [H-], CCI, [Na+], O. Yields the product CCOCc1cc(Br)cc(OCCCCCCc2cccc(OCCCC(=O)OCC)c2CCC(=O)OCC)c1. Reaction SMILES: [CH2:1]([CH3:2])[O:3][C:4]([CH2:5][CH2:6][CH2:7][O:8][c:9]1[c:10]([CH2:31][CH2:32][C:33](=[O:34])[O:35][CH2:36][CH3:37])[c:11]([CH2:15][CH2:16][CH2:17][CH2:18][CH2:19][CH2:20][O:21][c:22]2[cH:23][c:24]([Br:30])[cH:25][c:26]([CH2:28][OH:29])[cH:27]2)[cH:12][cH:13][cH:14]1)=[O:38].[CH3:44][N:45]([CH3:46])[CH:47]=[O:48].[H-:42].[I:39][CH2:40][CH3:41].[Na+:43].[OH2:49]>>[CH2:1]([CH3:2])[O:3][C:4]([CH2:5][CH2:6][CH2:7][O:8][c:9]1[c:10]([CH2:31][CH2:32][C:33](=[O:34])[O:35][CH2:36][CH3:37])[c:11]([CH2:15][CH2:16][CH2:17][CH2:18][CH2:19][CH2:20][O:21][c:22]2[cH:23][c:24]([Br:30])[cH:25][c:26]([CH2:28][O:29][CH2:40][CH3:41])[cH:27]2)[cH:12][cH:13][cH:14]1)=[O:38]. The reactants are ClC1=C(C=CC=C1)C=1N(C=C(N1)C(=O)N(C)OC)C1=CC=C(C=C1)Cl (2-(2-chlorophenyl)-1-(4-chlorophenyl)-N-methoxy-N-methyl-1H-imidazole-4-carboxamide), solution, FC1=CC=C(C=C1)[Mg]Br (4-fluorophenylmagnesium bromide), resultant mixture, [NH4+].[Cl-] (NH4Cl). Product: ClC1=C(C=CC=C1)C=1N(C=C(N1)C(=O)C1=CC=C(C=C1)F)C1=CC=C(C=C1)Cl ([2-(2-chlorophenyl)-1-(4-chlorophenyl)-1H-imidazol-4-yl](4-fluorophenyl)-methanone). The yield is 69.5%. As a reaction SMILES: [Cl:1][C:2]1[CH:7]=[CH:6][CH:5]=[CH:4][C:3]=1[C:8]1[N:9]([C:19]2[CH:24]=[CH:23][C:22]([Cl:25])=[CH:21][CH:20]=2)[CH:10]=[C:11]([C:13](N(OC)C)=[O:14])[N:12]=1.[F:26][C:27]1[CH:32]=[CH:31][C:30]([Mg]Br)=[CH:29][CH:28]=1.[NH4+].[Cl-]>>[Cl:1][C:2]1[CH:7]=[CH:6][CH:5]=[CH:4][C:3]=1[C:8]1[N:9]([C:19]2[CH:20]=[CH:21][C:22]([Cl:25])=[CH:23][CH:24]=2)[CH:10]=[C:11]([C:13]([C:30]2[CH:31]=[CH:32][C:27]([F:26])=[CH:28][CH:29]=2)=[O:14])[N:12]=1 |f:2.3|. Reported procedure: To a solution of 2-(2-chlorophenyl)-1-(4-chlorophenyl)-N-methoxy-N-methyl-1H-imidazole-4-carboxamide (50.0 mg, 0.133 mmol) in 1.5 mL THE was added a 1.0 M solution of 4-fluorophenylmagnesium bromide (0.27 mL, 0.27 mmol) under argon at rt with stirring. The resultant mixture was stirred for 30 minutes and a saturated aqueous solution of NH4Cl was added. The mixture was extracted with ethyl acetate. The organic layer was dried over Na2SO4 and concentrated down in vacuo. The crude product was purif...